This data is from the Open Reaction Database (ORD), a public repository of structured organic reaction records. The task is: describe an organic reaction: reactants, conditions, products, and yield Reactants: [OH-].[Na+] (sodium hydroxide), C(C1=CC=CC=C1)(=O)OC(C)OCC=1NC2=NC=CC=C2C1C=O (1-benzoyloxyethyloxymethyl-7-azaindole-3-carboxaldehyde). The solvent is O (water), CO (methanol). Reaction conditions: temperature 60 celsius. Product: OC(C)OCC=1NC2=NC=CC=C2C1C=O (1-Hydroxyethyloxymethyl-7-azaindole-3-carboxaldehyde). As a reaction SMILES: [OH-].[Na+].C([O:11][CH:12]([O:14][CH2:15][C:16]1[NH:17][C:18]2[C:23]([C:24]=1[CH:25]=[O:26])=[CH:22][CH:21]=[CH:20][N:19]=2)[CH3:13])(=O)C1C=CC=CC=1>O.CO>[OH:11][CH:12]([O:14][CH2:15][C:16]1[NH:17][C:18]2[C:23]([C:24]=1[CH:25]=[O:26])=[CH:22][CH:21]=[CH:20][N:19]=2)[CH3:13] |f:0.1|. Procedure: A solution of sodium hydroxide (1.33 g, 33 mmol) in water (35 ml) was added to a solution of 1-benzoyloxyethyloxymethyl-7-azaindole-3-carboxaldehyde (5.4 g, 16 mmol) in methanol (45 ml). The mixture was heated at 60° C. for 1 h, then the solvent was concentrated to half the original volume. Water was added, and the product was extracted with dichloromethane, dried over magnesium sulfate, filtered then evaporated to dryness. The product was used without further purification. Yield 2.7 g (74%)